This data is from the Open Reaction Database (ORD), a public repository of structured organic reaction records. The task is: describe an organic reaction: reactants, conditions, products, and yield Starting materials: C(C(C)C)OC(=O)Cl (isobutylchloroformate), C(=O)(OCC1=CC=CC=C1)N(C)CC(=O)O (CBZ-sarcosine), Cl.C(C)(C)(C)OC([C@H]1NCCC1)=O (L-proline-t-butylester hydrochloride). The solvent is CN1CCOCC1 (n-methylmorpholine), O1CCCC1 (tetrahydrofuran), O1CCCC1 (tetrahydrofuran), CN1CCOCC1 (n-methylmorpholine). Run at temperature -10 celsius, time 5 minute. The product is C(C)(C)(C)OC([C@H]1N(CCC1)C(CN(C)C(=O)OCC1=CC=CC=C1)=O)=O (carbobenzoxysarcosyl-proline-t-butyl ester). RXN SMILES: [C:1]([N:11]([CH2:13][C:14]([OH:16])=O)[CH3:12])([O:3][CH2:4][C:5]1[CH:10]=[CH:9][CH:8]=[CH:7][CH:6]=1)=[O:2].C(OC(Cl)=O)C(C)C.Cl.[C:26]([O:30][C:31](=[O:37])[C@@H:32]1[CH2:36][CH2:35][CH2:34][NH:33]1)([CH3:29])([CH3:28])[CH3:27]>O1CCCC1.CN1CCOCC1>[C:26]([O:30][C:31](=[O:37])[C@@H:32]1[CH2:36][CH2:35][CH2:34][N:33]1[C:14](=[O:16])[CH2:13][N:11]([C:1]([O:3][CH2:4][C:5]1[CH:6]=[CH:7][CH:8]=[CH:9][CH:10]=1)=[O:2])[CH3:12])([CH3:29])([CH3:27])[CH3:28] |f:2.3|. Reported procedure: 4.5 g of CBZ-sarcosine is dissolved in 100 ml tetrahydrofuran and 2.4 ml of n-methylmorpholine is added. The reaction mixture is cooled to -10° C. and stirred while 2.6 ml of isobutylchloroformate is added. After 5 minutes of additional stirring at -10° C. 4.15 g L-proline-t-butylester hydrochloride in 100 ml of tetrahydrofuran and 3.0 ml of n-methylmorpholine are added to the reaction mixture. The reaction mixture is stirred overnight and slowly warmed to room temperature. The solvent is evapor... Starting materials: C(C)(=O)C1CC(N(C1C1=CC=CC=C1)C(CNC(=O)NC1=CC(=CC=C1)C(=O)OC)=O)C(=O)OC(C)(C)C (tert-butyl (2RS,4RS,5SR)-4-acetyl-1-{2-[3-(3-(methoxycarbonyl)phenyl)ureido]acetyl}-5-phenylpyrrolidine-2-carboxylate), O (water), CO (methanol). The solvent is [OH-].[K+] (potassium hydroxide). Product: C(C)(=O)C1CC(N(C1C1=CC=CC=C1)C(CNC(NC=1C=C(C(=O)O)C=CC1)=O)=O)C(=O)OC(C)(C)C ((2RS,4SR,5SR)-3-{3-[2-(4-acetyl-2-tert-butoxycarbonyl-5-phenyl-1-pyrrolidinyl)-2-oxoethyl]ureido}benzoic acid). Isolated yield 23.5%. Reaction SMILES: [C:1]([CH:4]1[CH:8]([C:9]2[CH:14]=[CH:13][CH:12]=[CH:11][CH:10]=2)[N:7]([C:15](=[O:31])[CH2:16][NH:17][C:18]([NH:20][C:21]2[CH:26]=[CH:25][CH:24]=[C:23]([C:27]([O:29]C)=[O:28])[CH:22]=2)=[O:19])[CH:6]([C:32]([O:34][C:35]([CH3:38])([CH3:37])[CH3:36])=[O:33])[CH2:5]1)(=[O:3])[CH3:2].O.CO>[OH-].[K+]>[C:1]([CH:4]1[CH:8]([C:9]2[CH:10]=[CH:11][CH:12]=[CH:13][CH:14]=2)[N:7]([C:15](=[O:31])[CH2:16][NH:17][C:18](=[O:19])[NH:20][C:21]2[CH:22]=[C:23]([CH:24]=[CH:25][CH:26]=2)[C:27]([OH:29])=[O:28])[CH:6]([C:32]([O:34][C:35]([CH3:38])([CH3:37])[CH3:36])=[O:33])[CH2:5]1)(=[O:3])[CH3:2] |f:3.4|. Reported procedure: A The reaction is carried out in a way analogous to that described in Example 3, but from 2.62 g of tert-butyl (2RS,4RS,5SR)-4-acetyl-1-{2-[3-(3-(methoxycarbonyl)phenyl)ureido]acetyl}-5-phenylpyrrolidine-2-carboxylate in a mixture of 5 cm3 of a normal aqueous potassium hydroxide solution, 25 cm3 of distilled water and 100 cm3 of methanol. After treatment, there is obtained 0.6 g of (2RS,4SR,5SR)-3-{3-[2-(4-acetyl-2-tert-butoxycarbonyl-5-phenyl-1-pyrrolidinyl)-2-oxoethyl]ureido}benzoic acid, melt... Starting materials: C(C)OC(=O)N1CCC(=CC2=C1C=CC=C2)C(=O)OCC (N-ethoxycarbonyl-2,3-dihydro-4-ethoxycarbonyl-[1]- benzazepine), steel. The reagents and catalysts are O=[Pt]=O (PtO2). Run in CCO (EtOH). Yields the product C(C)OC(=O)N1CCCC(=C2C1=CC=CC2)C(=O)OCC (N-ethoxycarbonyl-1,2,3,4-tetrahydro-5-ethoxycarbonyl- 6H-[1]-benzazepine). The yield is 155.4%. As a reaction SMILES: [CH2:1]([O:3][C:4]([N:6]1[C:12]2[CH:13]=[CH:14][CH:15]=[CH:16][C:11]=2[CH:10]=[C:9](C(OCC)=O)[CH2:8][CH2:7]1)=[O:5])[CH3:2]>CCO.O=[Pt]=O>[CH2:1]([O:3][C:4]([N:6]1[C:12]2=[CH:13][CH:14]=[CH:15][CH2:16][C:11]2=[C:10]([C:4]([O:3][CH2:1][CH3:2])=[O:5])[CH2:9][CH2:8][CH2:7]1)=[O:5])[CH3:2]. Procedure details: A solution of 9 (5.5 g, 19 mmoles) in EtOH (55 ml) containing PtO2 (300 mg) was reduced (9 Atm, 25° C.) in a steel bomb for 10 hours. The catalyst was filtered and the solvent was evaporated to dryness. The residue was chromatographed [Silica gel: 120 g; eluent CHCH2Cl3 /EtOAc (95/5)] to give pure 11 (4.3 g, 80%) mp 60° C. (Calc. for C16H21NO4 : C 65.96; H 7.27; N 4.81 Found C 65.76; H 7.55; N 4.82) 1H NMR (CDCl3) δ=1.2 (6H, 2 overlapped t, J=7 Hz) 1.8-2.2 (2H, m) 2.3-2.7 (1H, m) 2.8-3.05 (2H, m... The reactants are N1=C(C=CC=C1C(=O)OC)C(=O)OC (Dimethyl 2,6-pyridinedicarboxylate), [OH-].[K+] (Potassium hydroxide). Run in CO (methanol). The product is COC(=O)C1=CC=CC(=N1)C(=O)O (6-[(methyloxy)carbonyl]-2-pyridinecarboxylic acid). Yield: 60.4%. Reaction SMILES: [N:1]1[C:6]([C:7]([O:9]C)=[O:8])=[CH:5][CH:4]=[CH:3][C:2]=1[C:11]([O:13][CH3:14])=[O:12].[OH-].[K+]>CO>[CH3:14][O:13][C:11]([C:2]1[N:1]=[C:6]([C:7]([OH:9])=[O:8])[CH:5]=[CH:4][CH:3]=1)=[O:12] |f:1.2|. Procedure: Dimethyl 2,6-pyridinedicarboxylate (11.7 g, 59.9 mmol) was dissolved in methanol (300 mL). The solution was cooled in an ice bath while stirring under argon some starting material came back out of solution. Potassium hydroxide (3.52 g, 62.7 mmol) pellets were added and the mixture and it was stirred in an ice bath for 2 h. The mixture was then allowed to gradually warm to room temperature and stirred for 20 h. The solvent was removed under reduced pressure, and the pinkish residue was suspended ... Starting materials: ice, Cl (hydrochloric acid), ClC1=NC=NC(=C1C1=CC=C(C=C1)C)Cl (4,6-dichloro-5-(4-methylphenyl)pyrimidine), C(C)(=O)OCC(C)(C)C1=CC=C(C=C1)S(=O)(=O)N (4-(2-acetoxy-1,1-dimethylethyl)benzenesulfonamide), C([O-])([O-])=O.[K+].[K+] (potassium carbonate). Reagents/catalysts: C(C)(=O)OCC(C)(C)C1=CC=C(C=C1)S(=O)(=O)N (4-(2-acetoxy-1,1-dimethylethyl)benzenesulfonamide). The solvent is CS(=O)C (dimethyl-sulfoxide). Reaction conditions: temperature 75 celsius, time 3 hour. The product is C(C)(=O)OCC(C)(C)C1=CC=C(C=C1)S(=O)(=O)NC1=NC=NC(=C1C1=CC=C(C=C1)C)Cl (4-(2-acetoxy-1,1-dimethylethyl)-N-{6-chloro-5-(4-methylphenyl)pyrimidin-4-yl}benzenesulfonamide). The yield is 75.5%. RXN SMILES: Cl[C:2]1[C:7]([C:8]2[CH:13]=[CH:12][C:11]([CH3:14])=[CH:10][CH:9]=2)=[C:6]([Cl:15])[N:5]=[CH:4][N:3]=1.[C:16]([O:19][CH2:20][C:21]([C:24]1[CH:29]=[CH:28][C:27]([S:30]([NH2:33])(=[O:32])=[O:31])=[CH:26][CH:25]=1)([CH3:23])[CH3:22])(=[O:18])[CH3:17].C(=O)([O-])[O-].[K+].[K+].Cl>C(OCC(C1C=CC(S(N)(=O)=O)=CC=1)(C)C)(=O)C.CS(C)=O>[C:16]([O:19][CH2:20][C:21]([C:24]1[CH:25]=[CH:26][C:27]([S:30]([NH:33][C:2]2[C:7]([C:8]3[CH:13]=[CH:12][C:11]([CH3:14])=[CH:10][CH:9]=3)=[C:6]([Cl:15])[N:5]=[CH:4][N:3]=2)(=[O:31])=[O:32])=[CH:28][CH:29]=1)([CH3:23])[CH3:22])(=[O:18])[CH3:17] |f:2.3.4|. Procedure details: A mixture of 4,6-dichloro-5-(4-methylphenyl)pyrimidine (10.0 g), 4-(2-acetoxy-1,1-dimethylethyl)benzenesulfonamide (11.58 g), potassium carbonate (14.45 g) and dimethyl-sulfoxide (50 ml) is stirred at 75° C. (bulk temperature) for 3 hours, and thereto is further added 4-(2-acetoxy-1,1-dimethylethyl)benzenesulfonamide (0.34 g). The mixture is stirred at 70-75° C. for 1.5 hour, and the reaction mixture is cooled, and poured into a mixture of ice (100 g) and conc. hydrochloric acid (60 ml). The mix... The reactants are NC1=NC(=C(C(=N1)C=1OC=CC1)C=1C=CC(NC1)=O)C=1OC=CC1 (5-[2-amino-4,6-di(2-furyl)-5-pyrimidinyl]-1,2-dihydro-2-pyridinone), ICCF (1-iodo-2-fluoroethane). Product: NC1=NC(=C(C(=N1)C=1OC=CC1)C=1C=CC(N(C1)CCF)=O)C=1OC=CC1 (5-[2-Amino-4,6-di(2-furyl)-5-pyrimidinyl]-1-(2-fluoroethyl)-1,2-dihydro-2-pyridinone). Reaction SMILES: [NH2:1][C:2]1[N:7]=[C:6]([C:8]2[O:9][CH:10]=[CH:11][CH:12]=2)[C:5]([C:13]2[CH:14]=[CH:15][C:16](=[O:19])[NH:17][CH:18]=2)=[C:4]([C:20]2[O:21][CH:22]=[CH:23][CH:24]=2)[N:3]=1.I[CH2:26][CH2:27][F:28]>>[NH2:1][C:2]1[N:3]=[C:4]([C:20]2[O:21][CH:22]=[CH:23][CH:24]=2)[C:5]([C:13]2[CH:14]=[CH:15][C:16](=[O:19])[N:17]([CH2:26][CH2:27][F:28])[CH:18]=2)=[C:6]([C:8]2[O:9][CH:10]=[CH:11][CH:12]=2)[N:7]=1. Procedure: The title compound was synthesized in a similar manner to Example 66 using 5-[2-amino-4,6-di(2-furyl)-5-pyrimidinyl]-1,2-dihydro-2-pyridinone and 1-iodo-2-fluoroethane. Starting materials: CC1=C(C=CC(=C1)SC(C)C=1C=C(C=CC1)C1=CC=C(C=C1)C(F)(F)F)OCC(=O)OCC (ethyl {[2-methyl-4-({1-[4′-(trifluoromethyl)-3-biphenylyl]ethyl}thio)phenyl]oxy}acetate), [OH-].[Na+] (NaOH). The solvent is O1CCOCC1 (dioxane), O1CCOCC1 (dioxan). Yields the product CC1=C(C=CC(=C1)SC(C)C=1C=C(C=CC1)C1=CC=C(C=C1)C(F)(F)F)OCC(=O)O ({[2-Methyl-4-({1-[4′-(trifluoromethyl)-3-biphenylyl]ethyl}thio)phenyl]oxy}acetic acid). Isolated yield 98.5%. Reaction SMILES: [CH3:1][C:2]1[CH:7]=[C:6]([S:8][CH:9]([C:11]2[CH:12]=[C:13]([C:17]3[CH:22]=[CH:21][C:20]([C:23]([F:26])([F:25])[F:24])=[CH:19][CH:18]=3)[CH:14]=[CH:15][CH:16]=2)[CH3:10])[CH:5]=[CH:4][C:3]=1[O:27][CH2:28][C:29]([O:31]CC)=[O:30].[OH-].[Na+]>O1CCOCC1>[CH3:1][C:2]1[CH:7]=[C:6]([S:8][CH:9]([C:11]2[CH:12]=[C:13]([C:17]3[CH:22]=[CH:21][C:20]([C:23]([F:24])([F:25])[F:26])=[CH:19][CH:18]=3)[CH:14]=[CH:15][CH:16]=2)[CH3:10])[CH:5]=[CH:4][C:3]=1[O:27][CH2:28][C:29]([OH:31])=[O:30] |f:1.2|. Procedure details: A mixture of ethyl {[2-methyl-4-({1-[4′-(trifluoromethyl)-3-biphenylyl]ethyl}thio)phenyl]oxy}acetate (235 mg, 0.50 mmol) in dioxane (6 mL) was treated with aqueous NaOH (0.5N, 2.0 mL, 1.00 mmol) and the mixture heated at reflux for 1 hour. The resulting mixture was then cooled and treated with Dowex 50WX2 (pre-washed with dioxan), filtered and washed with more dioxan and reduced to give the title compound as a colourless gum (220 mg).